This data is from the Open Reaction Database (ORD), a public repository of structured organic reaction records. The task is: describe an organic reaction: reactants, conditions, products, and yield The reactants are CCCSC(C(N)=O)c1cccc(C(=O)c2ccc(F)cc2)c1N, C1CCOC1. Yields the product NC(=O)Cc1cccc(C(=O)c2ccc(F)cc2)c1N. As a reaction SMILES: [NH2:1][c:2]1[c:3]([CH:17]([C:18](=[O:19])[NH2:20])[S:21][CH2:22][CH2:23][CH3:24])[cH:4][cH:5][cH:6][c:7]1[C:8]([c:9]1[cH:10][cH:11][c:12]([F:15])[cH:13][cH:14]1)=[O:16].[O:25]1[CH2:26][CH2:27][CH2:28][CH2:29]1>>[NH2:1][c:2]1[c:3]([CH2:17][C:18](=[O:19])[NH2:20])[cH:4][cH:5][cH:6][c:7]1[C:8]([c:9]1[cH:10][cH:11][c:12]([F:15])[cH:13][cH:14]1)=[O:16]. Reactants: C1(C=2C(C(N1)=O)=CC=CC2)=O (phthalimide), N1C(=NC2=C1C=CC=C2)SCC2=C(C=CC(=C2)F)N (2-[(1H-benzimidazol-2-ylthio)methyl]-4-fluorobenzenamine). The product is N1C(=NC2=C1C=CC=C2)S(=O)CC2=C(C=CC(=C2)F)N (2-[(1H-Benzimidazol-2-ylsulfinyl)methyl]-4-fluorobenzenamine). RXN SMILES: C1(=O)NC(=[O:6])C2=CC=CC=C12.[NH:12]1[C:16]2[CH:17]=[CH:18][CH:19]=[CH:20][C:15]=2[N:14]=[C:13]1[S:21][CH2:22][C:23]1[CH:28]=[C:27]([F:29])[CH:26]=[CH:25][C:24]=1[NH2:30]>>[NH:12]1[C:16]2[CH:17]=[CH:18][CH:19]=[CH:20][C:15]=2[N:14]=[C:13]1[S:21]([CH2:22][C:23]1[CH:28]=[C:27]([F:29])[CH:26]=[CH:25][C:24]=1[NH2:30])=[O:6]. Reported procedure: A solution of 9.0 g (58 mmole) of 3-fluoro-6-nitrotoluene in 200 ml of ethyl acetate was hydrogenated at room temperature with 60 psi of hydrogen gas using 0.9 g of 5% palladium on charcoal as catalyst. The solution was filtered and concentrated to give 6.7 g of 4-fluoro-2-methylaniline as an oil. A mixture of 1.33 g of the oil and 1.57 of phthalic anhydride was heated at 160° C. for 30 minutes and cooled. The resultant solid was washed with methanol and air dried to give 1.96 of the phthalimide... The product is CCOCc1nc2c(N)nc3cc(OCc4ccccc4)ccc3c2n1CC1COC(C)(C)O1. RXN SMILES: [CH2:1]([c:2]1[cH:3][cH:4][cH:5][cH:6][cH:7]1)[O:8][c:9]1[cH:10][cH:11][c:12]2[c:13]3[c:14]([cH:15][n:16][c:17]2[cH:18]1)[n:19][c:20]([CH2:30][O:31][CH2:32][CH3:33])[n:21]3[CH2:22][CH:23]1[O:24][C:25]([CH3:28])([CH3:29])[O:26][CH2:27]1.[Cl:58][CH2:59][Cl:60].[NH4+:45].[OH-:46].[OH:34][O:35][C:36]([c:37]1[cH:38][c:39]([Cl:40])[cH:41][cH:42][cH:43]1)=[O:44].[c:47]1([CH3:48])[cH:49][cH:50][c:51]([S:52]([Cl:53])(=[O:54])=[O:55])[cH:56][cH:57]1>>[CH2:1]([c:2]1[cH:3][cH:4][cH:5][cH:6][cH:7]1)[O:8][c:9]1[cH:10][cH:11][c:12]2[c:13]3[c:14]([c:15]([NH2:45])[n:16][c:17]2[cH:18]1)[n:19][c:20]([CH2:30][O:31][CH2:32][CH3:33])[n:21]3[CH2:22][CH:23]1[O:24][C:25]([CH3:28])([CH3:29])[O:26][CH2:27]1. The reactants are CCOCc1nc2cnc3cc(OCc4ccccc4)ccc3c2n1CC1COC(C)(C)O1, ClCCl, [NH4+], [OH-], O=C(OO)c1cccc(Cl)c1, Cc1ccc(S(=O)(=O)Cl)cc1.